describe an organic reaction: reactants, conditions, products, and yield From a dataset of the Open Reaction Database (ORD), a public repository of structured organic reaction records. Reactants: Cc1cc([N+](=O)[O-])cc(C)c1-n1cccc(Br)c1=O, CCCCC([Sn])=C(CCCC)CCCC, C1COCCO1, c1ccc(P(c2ccccc2)(c2ccccc2)[Pd](P(c2ccccc2)(c2ccccc2)c2ccccc2)(P(c2ccccc2)(c2ccccc2)c2ccccc2)P(c2ccccc2)(c2ccccc2)c2ccccc2)cc1. Yields the product C=Cc1cccn(-c2c(C)cc([N+](=O)[O-])cc2C)c1=O. RXN SMILES: [Br:1][c:2]1[c:3](=[O:19])[n:4](-[c:8]2[c:9]([CH3:18])[cH:10][c:11]([N+:15](=[O:16])[O-:17])[cH:12][c:13]2[CH3:14])[cH:5][cH:6][cH:7]1.[CH2:20]([CH2:21][CH2:33][CH3:34])[C:22]([Sn:23])=[C:24]([CH2:25][CH2:26][CH2:27][CH3:28])[CH2:29][CH2:30][CH2:31][CH3:32].[O:35]1[CH2:36][CH2:37][O:38][CH2:39][CH2:40]1.[cH:41]1[cH:42][cH:43][c:44]([P:45]([Pd:46]([P:47]([c:48]2[cH:49][cH:50][cH:51][cH:52][cH:53]2)([c:54]2[cH:55][cH:56][cH:57][cH:58][cH:59]2)[c:60]2[cH:61][cH:62][cH:63][cH:64][cH:65]2)([P:66]([c:67]2[cH:68][cH:69][cH:70][cH:71][cH:72]2)([c:73]2[cH:74][cH:75][cH:76][cH:77][cH:78]2)[c:79]2[cH:80][cH:81][cH:82][cH:83][cH:84]2)[P:85]([c:86]2[cH:87][cH:88][cH:89][cH:90][cH:91]2)([c:92]2[cH:93][cH:94][cH:95][cH:96][cH:97]2)[c:98]2[cH:99][cH:100][cH:101][cH:102][cH:103]2)([c:104]2[cH:105][cH:106][cH:107][cH:108][cH:109]2)[c:110]2[cH:111][cH:112][cH:113][cH:114][cH:115]2)[cH:116][cH:117]1>>[c:2]1([CH:20]=[CH2:21])[c:3](=[O:19])[n:4](-[c:8]2[c:9]([CH3:18])[cH:10][c:11]([N+:15](=[O:16])[O-:17])[cH:12][c:13]2[CH3:14])[cH:5][cH:6][cH:7]1. Reactants: CCOC(=O)C(N)C=C(CCCCO)CP(=O)(O)O, O. The product is NC(C=C(CCCCO)CP(=O)(O)O)C(=O)O. As a reaction SMILES: [NH2:1][CH:2]([C:3](=[O:4])[O:5][CH2:6][CH3:7])[CH:8]=[C:9]([CH2:10][CH2:11][CH2:12][CH2:13][OH:14])[CH2:15][P:16](=[O:17])([OH:18])[OH:19].[OH2:20]>>[NH2:1][CH:2]([C:3](=[O:4])[OH:5])[CH:8]=[C:9]([CH2:10][CH2:11][CH2:12][CH2:13][OH:14])[CH2:15][P:16](=[O:17])([OH:18])[OH:19]. Starting materials: C(C)(=O)OCC(=S)N (2-acetoxythioacetamide), ClCC(=O)CCl (1,3-dichloroacetone), C([O-])(O)=O.[Na+] (sodium bicarbonate). Run in ClCCCl (1,2-dichloroethane). Reaction conditions: time 87 hour. Yields the product C(C)(=O)OCC=1SCC(N1)(O)CCl (2-acetoxymethyl-4-chloromethyl-4-hydroxy-thiazoline). Yield: 92.0%. As a reaction SMILES: [C:1]([O:4][CH2:5][C:6]([NH2:8])=[S:7])(=[O:3])[CH3:2].[Cl:9][CH2:10][C:11]([CH2:13]Cl)=[O:12].C(=O)(O)[O-].[Na+]>ClCCCl>[C:1]([O:4][CH2:5][C:6]1[S:7][CH2:13][C:11]([CH2:10][Cl:9])([OH:12])[N:8]=1)(=[O:3])[CH3:2] |f:2.3|. Procedure details: A mixture of 5.33 g of 2-acetoxythioacetamide prepared according to Example 2, 5.21 g of 1,3-dichloroacetone, 6.88 g of sodium bicarbonate and 20 ml of 1,2-dichloroethane was stirred at room temperature for 87 hours. The mixture was filtered to remove insoluble inorganics and concentrated under reduced pressure to an oil. The oil was taken up in 4 mls of 1,2-dichloroethane and 25 mls of cyclohexane added dropwise. The slurry was stirred for 1 hour at 0° C. and then filtered. The precipitate was ... Reactants: C1=C(C=CC=C1O)C (m-cresol), N1C=C(C2=CC=CC=C12)C(C(=O)Cl)=O (3-Indolylglyoxylyl chloride), N1=CC=CC=C1 (pyridine). Run in C(C)OCC (diethyl ether). Conditions: time 30 minute. Yields the product N1C=C(C2=CC=CC=C12)C(C(=O)OC1=CC(=CC=C1)C)=O (m-cresyl 3-indolylglyoxylate). Reaction SMILES: [NH:1]1[C:9]2[C:4](=[CH:5][CH:6]=[CH:7][CH:8]=2)[C:3]([C:10](=[O:14])[C:11](Cl)=[O:12])=[CH:2]1.[CH:15]1[C:20]([OH:21])=[CH:19][CH:18]=[CH:17][C:16]=1[CH3:22].N1C=CC=CC=1>C(OCC)C>[NH:1]1[C:9]2[C:4](=[CH:5][CH:6]=[CH:7][CH:8]=2)[C:3]([C:10](=[O:14])[C:11]([O:21][C:20]2[CH:19]=[CH:18][CH:17]=[C:16]([CH3:22])[CH:15]=2)=[O:12])=[CH:2]1. Reported procedure: 3-Indolylglyoxylyl chloride (104 g. ) was stirred in diethyl ether (500 ml.) and treated with m-cresol (108 g.) followed by pyridine (79 g.). After stirring for 30 minutes the solid product was collected by filtration, washed with water then with acetonitrile and dried to give m-cresyl 3-indolylglyoxylate as a yellow powder, m.p. 194°-197°. Yield 119 g. (85.5%) Reactants: C1(CCCC1)N1CCN(CC1)C=1C=C(C#N)C=CN1 (2-(4-cyclopentyl-piperazin-1-yl)-isonicotinonitrile), [H][H] (hydrogen). The reagents and catalysts are [Ni] (Raney Nickel). Run in CO (methanol), C(C)(=O)OCC (ethyl acetate), N (ammonia). Yields the product C1(CCCC1)N1CCN(CC1)C1=NC=CC(=C1)CN (C-[2-(4-Cyclopentyl-piperazin-1-yl)-pyridin-4-yl]-methylamine). RXN SMILES: [CH:1]1([N:6]2[CH2:11][CH2:10][N:9]([C:12]3[CH:13]=[C:14]([CH:17]=[CH:18][N:19]=3)[C:15]#[N:16])[CH2:8][CH2:7]2)[CH2:5][CH2:4][CH2:3][CH2:2]1.[H][H]>CO.C(OCC)(=O)C.N.[Ni]>[CH:1]1([N:6]2[CH2:11][CH2:10][N:9]([C:12]3[CH:13]=[C:14]([CH2:15][NH2:16])[CH:17]=[CH:18][N:19]=3)[CH2:8][CH2:7]2)[CH2:5][CH2:4][CH2:3][CH2:2]1. Procedure details: A solution of 2.8 g (11 mmol) 2-(4-cyclopentyl-piperazin-1-yl)-isonicotinonitrile in 10 ml methanol, 15 ml ethyl acetate and 5 ml ammonia was hydrogenated over Raney Nickel with 1 bar hydrogen at 30° C. for 4 h. The mixture was filtered and the residue was washed with 20 ml ethyl acetate three times. After evaporation of the organic phase the residue was purified with preparative HPLC on reversed phase to yield after evaporation of the combined product fractions 1.21 g (42%) of the title compoun... Starting materials: [Na+].[N+](=O)([O-])C1=CC=C(CC2=CC=C(C=C2)CS(=O)(=O)[O-])C=C1 (4-(4-Nitrobenzyl)-phenylmethanesulfonic acid sodium salt), P(Cl)(Cl)(Cl)(Cl)Cl (phosphorus pentachloride). The solvent is O (water). Conditions: temperature 90 celsius. Product: ClS(=O)(=O)CC1=CC=C(CC2=CC=C(C=C2)[N+](=O)[O-])C=C1 (4-(4-chlorosulfonylmethylbenzyl)-nitrobenzene). The yield is 27.8%. Reaction SMILES: [Na+].[N+:2]([C:5]1[CH:22]=[CH:21][C:8]([CH2:9][C:10]2[CH:15]=[CH:14][C:13]([CH2:16][S:17]([O-])(=[O:19])=[O:18])=[CH:12][CH:11]=2)=[CH:7][CH:6]=1)([O-:4])=[O:3].P(Cl)(Cl)(Cl)(Cl)[Cl:24]>O>[Cl:24][S:17]([CH2:16][C:13]1[CH:14]=[CH:15][C:10]([CH2:9][C:8]2[CH:21]=[CH:22][C:5]([N+:2]([O-:4])=[O:3])=[CH:6][CH:7]=2)=[CH:11][CH:12]=1)(=[O:19])=[O:18] |f:0.1|. Procedure details: 4-(4-Nitrobenzyl)-phenylmethanesulfonic acid sodium salt (2.29 g) was combined with phosphorus pentachloride (1.45 g). The mixture was heated to 90° C. for 5 minutes, poured into water, and extracted with dichloromethane (3x 20 mL). Solvents were evaporated to give 4-(4-chlorosulfonylmethylbenzyl)-nitrobenzene as an impure yellow solid (0.63 g). This product was used directly in the next step. Reactants: CCO, Cc1ccccc1, O=C(Cl)CCl, NCC(=O)Nc1ccccc1, [Na+], [OH-]. Product: O=C(CCl)NCC(=O)Nc1ccccc1. RXN SMILES: [CH3:19][CH2:20][OH:21].[CH3:22][c:23]1[cH:24][cH:25][cH:26][cH:27][cH:28]1.[Cl:14][CH2:15][C:16](=[O:17])[Cl:18].[NH2:1][CH2:2][C:3](=[O:4])[NH:5][c:6]1[cH:7][cH:8][cH:9][cH:10][cH:11]1.[Na+:13].[OH-:12]>>[NH:1]([CH2:2][C:3](=[O:4])[NH:5][c:6]1[cH:7][cH:8][cH:9][cH:10][cH:11]1)[C:16]([CH2:15][Cl:14])=[O:17].